Dataset: the Open Reaction Database (ORD), a public repository of structured organic reaction records. Task: describe an organic reaction: reactants, conditions, products, and yield Starting materials: O=C(n1ccnc1)n1ccnc1, Cc1nc(N)sc1-c1ccnc(C(C)(C)C)c1, ClCCl. Yields the product Cc1nc(NC(=O)n2ccnc2)sc1-c1ccnc(C(C)(C)C)c1. Reaction SMILES: [C:18](=[O:19])([n:20]1[cH:21][n:22][cH:23][cH:24]1)[n:25]1[cH:26][cH:27][n:28][cH:29]1.[C:1]([CH3:2])([CH3:3])([CH3:4])[c:5]1[n:6][cH:7][cH:8][c:9](-[c:11]2[c:12]([CH3:17])[n:13][c:14]([NH2:16])[s:15]2)[cH:10]1.[Cl:30][CH2:31][Cl:32]>>[C:1]([CH3:2])([CH3:3])([CH3:4])[c:5]1[n:6][cH:7][cH:8][c:9](-[c:11]2[c:12]([CH3:17])[n:13][c:14]([NH:16][C:18](=[O:19])[n:20]3[cH:21][n:22][cH:23][cH:24]3)[s:15]2)[cH:10]1. Starting materials: CN(C)C1=C(C=CC=C1)C1=C(C=CC=C1)P(C1CCCCC1)C1CCCCC1 (2-(N,N-Dimethylamino)-2′-(dicyclohexylphosphino)biphenyl), CC(C)(C)[O-].[Na+] (NaOt-Bu), aryl bromide, amine, aryl bromides, C(CCC)NCCCC (di-n-butylamine), ClC1=CC=C(C=C1)C (4-chlorotoluene), CN(C)C1=C(C=CC=C1)C1=C(C=CC=C1)P(C1CCCCC1)C1CCCCC1 (2-(N,N-Dimethylamino)-2′-(dicyclohexylphosphino)biphenyl), CC(C)(C)[O-].[Na+] (NaOt-Bu). Reagents/catalysts: C=1C=CC(=CC1)/C=C/C(=O)/C=C/C2=CC=CC=C2.C=1C=CC(=CC1)/C=C/C(=O)/C=C/C2=CC=CC=C2.C=1C=CC(=CC1)/C=C/C(=O)/C=C/C2=CC=CC=C2.[Pd].[Pd] (Pd2(dba)3), [Pd] (Pd), [Pd] (palladium), C=1C=CC(=CC1)/C=C/C(=O)/C=C/C2=CC=CC=C2.C=1C=CC(=CC1)/C=C/C(=O)/C=C/C2=CC=CC=C2.C=1C=CC(=CC1)/C=C/C(=O)/C=C/C2=CC=CC=C2.[Pd].[Pd] (Pd2(dba)3). The solvent is COCCOC (DME), C1(=CC=CC=C1)C (Toluene). Reaction conditions: temperature 100 celsius, time 20 hour. The product is C(#N)C1=CC=C(C=C1)N1CCOCC1 (N-(4-Cyanophenyl)morpholine). Reaction SMILES: [CH3:1][N:2]([C:4]1[CH:9]=[CH:8][CH:7]=[CH:6][C:5]=1C1C=CC=CC=1P(C1CCCCC1)C1CCCCC1)[CH3:3].C[C:30]([O-:33])(C)C.[Na+].[CH2:35]([NH:39]CCCC)CCC.Cl[C:45]1C=CC(C)=CC=1>[Pd].C1C=CC(/C=C/C(/C=C/C2C=CC=CC=2)=O)=CC=1.C1C=CC(/C=C/C(/C=C/C2C=CC=CC=2)=O)=CC=1.C1C=CC(/C=C/C(/C=C/C2C=CC=CC=2)=O)=CC=1.[Pd].[Pd].COCCOC.C1(C)C=CC=CC=1>[C:35]([C:7]1[CH:6]=[CH:5][C:4]([N:2]2[CH2:1][CH2:30][O:33][CH2:45][CH2:3]2)=[CH:9][CH:8]=1)#[N:39] |f:1.2,6.7.8.9.10|. Reported procedure: Amination using 0.05 mol % Pd. An oven-dried resealable Schlenk tube was purged with argon and charged with Pd2(dba)3 (2.3 mg, 0.0025 mmol, 0.05 mol % Pd), ligand 2 (2.9 mg, 0.0075 mmol, 0.075 mol %), and NaOt-Bu (1.34 g, 13.9 mmol). Toluene (10 mL), di-n-butylamine (2.00 mL, 11.9 mmol), and 4-chlorotoluene (1.18 mL, 10.0 mmol) were added and the mixture was degassed using three freeze-pump-thaw cycles. The reaction vessel was placed under argon, sealed with a teflon screw cap, and stirred in a ... Starting materials: [Cl-].[Al+3].[Cl-].[Cl-] (aluminum chloride), C(C(=O)Cl)(=O)Cl (Oxalyl chloride), C(C)(C)(C)C1=C(C=CC=C1)O (2-tert-butylphenol). Reagents/catalysts: CN(C1=CC=NC=C1)C (4-dimethylaminopyridine). Run in C(Cl)(Cl)Cl (chloroform), 1,2-chloroethane, O (water), ClCCl (dichloromethane). Product: CC(C)(C)C1=CC=CC=2C(C(OC21)=O)=O (7-(1,1-dimethylethyl)-2,3-benzofurandione). Isolated yield 47987.0%. As a reaction SMILES: [C:1]([C:5]1[CH:10]=[CH:9][CH:8]=[CH:7][C:6]=1[OH:11])([CH3:4])([CH3:3])[CH3:2].[C:12](Cl)(=[O:16])[C:13](Cl)=[O:14].[Cl-].[Al+3].[Cl-].[Cl-]>CN(C)C1C=CN=CC=1.ClCCl.O.C(Cl)(Cl)Cl>[CH3:3][C:1]([C:5]1[C:6]2[O:11][C:13](=[O:14])[C:12](=[O:16])[C:7]=2[CH:8]=[CH:9][CH:10]=1)([CH3:4])[CH3:2] |f:2.3.4.5|. Reported procedure: A mixture of 2-tert-butylphenol (15 g, 0.1 mmol) and 4-dimethylaminopyridine (0.5 g) is stirred under nitrogen in 300 ml of dichloromethane. Oxalyl chloride (20 ml, 0.22 moles) is added dropwise, then the mixture is heated to reflux. After ten hours the mixture is cooled and the solvent is removed under reduced pressure. The residue is taken up in 100 ml of 1,2-dichloroethane and added dropwise under nitrogen to a suspension of aluminum chloride (40 g, 0.3 mmol) in 300 ml of 1,2-chloroethane. Af... The reactants are C1NCCC=2C3=CC=CC=C3NC12 (tetrahydro β-carboline). Reagents/catalysts: [Pd] (Pd/C). Run in C=1(C(=CC=CC1)C)C (xylene). The product is C1=NC=CC=2C3=CC=CC=C3NC12 (β-carboline). As a reaction SMILES: [CH2:1]1[C:13]2[NH:12][C:11]3[C:6](=[CH:7][CH:8]=[CH:9][CH:10]=3)[C:5]=2[CH2:4][CH2:3][NH:2]1>C1(C)C(C)=CC=CC=1.[Pd]>[CH:1]1[C:13]2[NH:12][C:11]3[C:6](=[CH:7][CH:8]=[CH:9][CH:10]=3)[C:5]=2[CH:4]=[CH:3][N:2]=1. Reported procedure: To a solution of the crude tetrahydro β-carboline 3 in xylene (10 ml) was added 10% Pd/C (50-100 mg) and the mixture refluxed overnight. The reaction mixture was then cooled and filtered through celite and washed with MeOH (5-10 ml). Evaporation of the xylene/MeOH filtrate under reduced pressure yielded a crude β-carboline residue. The crude residue was subjected to flash chromatography (30% ethyl acetate in hexanes) to obtain pure β-carbolines 4 in 50-75% overall yield. Starting materials: C(CCCCCCCCCCC)N(CCOC1=CC=C(C=C1)\C=C\C(C(F)(F)F)O)CCCC(=O)OCC (4-[N-dodecyl-N-2-[4-(E)-[3-hydroxy-4,4,4-trifluorobut-1-en-1-yl]phenoxy]ethylamino]butanoic acid, ethyl ester), C(CCCCCCCCCCC)N1[C@@H](C[C@@H](C1)OC1=CC=C(C=C1)I)C(=O)OC ((2S, 4S)-1-N-Dodecyl-4-(4-iodophenoxy)pyrrolidine-2-carboxylic acid, methyl ester), FC(C(C=C)O)(F)F (4,4,4-trifluorobut-1-en-3-ol). The product is C(CCCCCCCCCCC)N1[C@@H](C[C@@H](C1)OC1=CC=C(C=C1)\C=C\C(C(F)(F)F)O)C(=O)OC ((2S, 4S)-1-N-Dodecyl-4-[4-(E)-[3-hydroxy-4,4,4-trifluorobut-1-en-1-yl]phenoxy]pyrrolidine-2-carboxylic Acid, Methyl Ester), C(CCCCCCCCCCC)N1[C@@H](C[C@@H](C1)OC1=CC=C(C=C1)CCC(C(F)(F)F)=O)C(=O)OC ((2S, 4S)-1-N-dodecyl-4-[4-(3-oxo-4,4,4-trifluorobut-1-yl)phenoxy]pyrrolidine-2-carboxylic acid, methyl ester). Yield: 9.0%. As a reaction SMILES: [CH2:1]([N:13]1[CH2:17][C@@H:16]([O:18][C:19]2[CH:24]=[CH:23][C:22](I)=[CH:21][CH:20]=2)[CH2:15][C@H:14]1[C:26]([O:28][CH3:29])=[O:27])[CH2:2][CH2:3][CH2:4][CH2:5][CH2:6][CH2:7][CH2:8][CH2:9][CH2:10][CH2:11][CH3:12].[F:30][C:31]([F:37])([F:36])[CH:32]([OH:35])[CH:33]=[CH2:34].[CH2:38]([N:50]([CH2:68][CH2:69]CC(OCC)=O)[CH2:51][CH2:52][O:53][C:54]1[CH:59]=[CH:58][C:57](/[CH:60]=[CH:61]/[CH:62]([OH:67])[C:63]([F:66])([F:65])[F:64])=[CH:56][CH:55]=1)[CH2:39][CH2:40][CH2:41][CH2:42][CH2:43][CH2:44][CH2:45][CH2:46][CH2:47][CH2:48][CH3:49]>>[CH2:1]([N:13]1[CH2:17][C@@H:16]([O:18][C:19]2[CH:24]=[CH:23][C:22](/[CH:34]=[CH:33]/[CH:32]([OH:35])[C:31]([F:37])([F:36])[F:30])=[CH:21][CH:20]=2)[CH2:15][C@H:14]1[C:26]([O:28][CH3:29])=[O:27])[CH2:2][CH2:3][CH2:4][CH2:5][CH2:6][CH2:7][CH2:8][CH2:9][CH2:10][CH2:11][CH3:12].[CH2:38]([N:50]1[CH2:51][C@@H:52]([O:53][C:54]2[CH:55]=[CH:56][C:57]([CH2:60][CH2:61][C:62](=[O:67])[C:63]([F:64])([F:66])[F:65])=[CH:58][CH:59]=2)[CH2:69][C@H:68]1[C:26]([O:28][CH3:29])=[O:27])[CH2:39][CH2:40][CH2:41][CH2:42][CH2:43][CH2:44][CH2:45][CH2:46][CH2:47][CH2:48][CH3:49]. Procedure: (2S, 4S)-1-N-Dodecyl-4-(4-iodophenoxy)pyrrolidine-2-carboxylic acid, methyl ester (800 mg, 1.55 mmol) and 4,4,4-trifluorobut-1-en-3-ol (complex with 1 tetrahydrofuran, 620 mg, 3.1 mmol) were reacted by the general procedure as described in the preparation of 4-[N-dodecyl-N-2-[4-(E)-[3-hydroxy-4,4,4-trifluorobut-1-en-1-yl]phenoxy]ethylamino]butanoic acid, ethyl ester and afforded the title compound (575 mg, 72%) as a colorless oil [[a]D=−28.7° (c 0.8, CHCl3)] and (2S, 4S)-1-N-dodecyl-4-[4-(3-oxo-...